From a dataset of the Open Reaction Database (ORD), a public repository of structured organic reaction records. describe an organic reaction: reactants, conditions, products, and yield The reactants are ON=C(C1=CN=CC=C1)N (N′-hydroxynicotinimidamide), FC1=C(C=C(C(=O)O)C=C1)O (4-fluoro-3-hydroxybenzoic acid), N (NH3). Yields the product FC1=C(C=C(C=C1)C1=NC(=NO1)C=1C=NC=CC1)O (2-fluoro-5-(3-(pyridin-3-yl)-1,2,4-oxadiazol-5-yl)phenol). As a reaction SMILES: [OH:1][N:2]=[C:3]([NH2:10])[C:4]1[CH:9]=[CH:8][CH:7]=[N:6][CH:5]=1.[F:11][C:12]1[CH:20]=[CH:19][C:15]([C:16](O)=O)=[CH:14][C:13]=1[OH:21].N>>[F:11][C:12]1[CH:20]=[CH:19][C:15]([C:16]2[O:1][N:2]=[C:3]([C:4]3[CH:5]=[N:6][CH:7]=[CH:8][CH:9]=3)[N:10]=2)=[CH:14][C:13]=1[OH:21]. Reported procedure: The title compound was prepared according to the procedure of Example 8 using N′-hydroxynicotinimidamide (Aldrich) and 4-fluoro-3-hydroxybenzoic acid (Aldrich). 1H NMR (300 MHz, DMSO-d6) δ 7.45 (dd, J=11.1, 8.7 Hz, 1 H), 7.62-7.71 (m, 2 H), 7.78 (dd, J=8.3, 2.0 Hz, 1 H), 8.43 (dt, J=7.9, 1.8 Hz, 1 H), 8.82 (dd, J=5.0, 1.8 Hz, 1 H), 9.24 (d, J=2.0 Hz, 1 H) ppm; MS (DCI/NH3) m/z 258 (M+H)+. The reactants are C(C)(C)OP(OC(C)C)(=O)CBr (bromomethylphosphonic acid diisopropyl ester), CC(C)([O-])C.[Li+] (lithium t-butoxide), OCCC1=C(C(=C2COC(C2=C1OCC[Si](C)(C)C)=O)C)OC (6-(2-hydroxy-ethyl)-5-methoxy-4-methyl-7-(2-trimethylsilanyl-ethoxy)-3H-isobenzofuran-1-one). Run in CN(C)C=O (DMF). Product: C(C)(C)OP(OC(C)C)(=O)COCCC=1C(=C2C(OCC2=C(C1OC)C)=O)OCC[Si](C)(C)C ({2-[6-Methoxy-7-methyl-3-oxo-4-(2-trimethylsilanyl-ethoxy)-1,3-dihydro-isobenzofuran-5-yl]-ethoxymethyl}-phosphonic acid diisopropyl ester). RXN SMILES: [OH:1][CH2:2][CH2:3][C:4]1[C:12]([O:13][CH2:14][CH2:15][Si:16]([CH3:19])([CH3:18])[CH3:17])=[C:11]2[C:7]([CH2:8][O:9][C:10]2=[O:20])=[C:6]([CH3:21])[C:5]=1[O:22][CH3:23].[CH:24]([O:27][P:28]([CH2:34]Br)(=[O:33])[O:29][CH:30]([CH3:32])[CH3:31])([CH3:26])[CH3:25].CC(C)([O-])C.[Li+]>CN(C=O)C>[CH:30]([O:29][P:28]([CH2:34][O:1][CH2:2][CH2:3][C:4]1[C:12]([O:13][CH2:14][CH2:15][Si:16]([CH3:19])([CH3:18])[CH3:17])=[C:11]2[C:7](=[C:6]([CH3:21])[C:5]=1[O:22][CH3:23])[CH2:8][O:9][C:10]2=[O:20])(=[O:33])[O:27][CH:24]([CH3:26])[CH3:25])([CH3:32])[CH3:31] |f:2.3|. Reported procedure: A mixture of 6-(2-hydroxy-ethyl)-5-methoxy-4-methyl-7-(2-trimethylsilanyl-ethoxy)-3H-isobenzofuran-1-one (79 mg, 0.23 mmol) was heated with bromomethylphosphonic acid diisopropyl ester (120 mg, 0.46 mmol) in the presence of lithium t-butoxide (22 mg, 0.27 mmol) in DMF (2 mL) at 70° C. overnight. The reaction mixture was purified by RP HPLC (acetonitrile and 0.1% aqueous CF3COOH) to provide the desired product. 1H NMR (300 MHz, CDCl3) δ 0.00 (s, 9H), 1.13-1.25 (m, 2H), 1.26 (t, 12H, J=6 Hz), 2.12... Reactants: BrCCCBr (1,3-dibromopropane), ClC=1C=NC=C(C1NC1=CC(OC2=C(C(=CC=C12)OC)O)=O)Cl (4-(3,5-dichloropyridin-4-ylamino)-8-hydroxy-7-methoxy-2H-chromen-2-one). Product: BrCCCOC=1C(=CC=C2C(=CC(OC12)=O)NC1=C(C=NC=C1Cl)Cl)OC (8-(3-Bromopropoxy)-4-(3,5-dichloropyridin-4-ylamino)-7-methoxy-2H-chromen-2-one). Reaction SMILES: [Br:1][CH2:2][CH2:3][CH2:4]Br.[Cl:6][C:7]1[CH:8]=[N:9][CH:10]=[C:11]([Cl:28])[C:12]=1[NH:13][C:14]1[C:23]2[C:18](=[C:19]([OH:26])[C:20]([O:24][CH3:25])=[CH:21][CH:22]=2)[O:17][C:16](=[O:27])[CH:15]=1>>[Br:1][CH2:2][CH2:3][CH2:4][O:26][C:19]1[C:20]([O:24][CH3:25])=[CH:21][CH:22]=[C:23]2[C:18]=1[O:17][C:16](=[O:27])[CH:15]=[C:14]2[NH:13][C:12]1[C:11]([Cl:28])=[CH:10][N:9]=[CH:8][C:7]=1[Cl:6]. Procedure: The title compound was prepared from 1,3-dibromopropane and 4-(3,5-dichloropyridin-4-ylamino)-8-hydroxy-7-methoxy-2H-chromen-2-one (Example 29) following the procedure outlined in Example 25. 1H NMR (400 MHz, DMSO-d6): δ 9.53 (s, 1H), 8.81 (s, 2H), 7.96 (d, 1H), 7.22 (d, 1H), 4.65 (s, 1H), 4.11 (t, 2H), 3.93 (s, 3H), 3.77 (t, 2H), 2.18 (m, 2H); MS (ESI): 472.7. The reactants are COCCCC1=NC2=CC=CC=C2C(=C1)C(=O)OCCC (propyl 2-(3-methoxypropyl]quinoline-4-carboxylate), CC(C)C[AlH]CC(C)C (DIBAL). The solvent is C1(=CC=CC=C1)C (toluene). Run at temperature -78 celsius, time 30 minute. The product is COCCCC1=NC2=CC=CC=C2C(=C1)CO ([2-(3-Methoxypropyl)quinoline-4-yl]methanol). As a reaction SMILES: [CH3:1][O:2][CH2:3][CH2:4][CH2:5][C:6]1[CH:15]=[C:14]([C:16](OCCC)=[O:17])[C:13]2[C:8](=[CH:9][CH:10]=[CH:11][CH:12]=2)[N:7]=1.CC(C[AlH]CC(C)C)C>C1(C)C=CC=CC=1>[CH3:1][O:2][CH2:3][CH2:4][CH2:5][C:6]1[CH:15]=[C:14]([CH2:16][OH:17])[C:13]2[C:8](=[CH:9][CH:10]=[CH:11][CH:12]=2)[N:7]=1. Procedure: To a solution of propyl 2-(3-methoxypropyl]quinoline-4-carboxylate from the previous step (1 eq.) in toluene (0.1 M) was added at −78° C. DIBAL (1.5 M toluene solution, 2 eq.) dropwise over 10 min. The reaction mixture was stirred at −78° C. for 30 min and then at 0° C. for 2 h. The reaction mixture was quenched with sat. aq. Rochelle's salt and extracted with EtOAc. The combined organic extracts were washed sequentially with water, sat. aq. NaHCO3 and brine. Drying over MgSO4, filtration and co... The reactants are C1(=CC=CC=C1)N1CNC(C12CCN(CC2)CC2=CC=CC1=CC=CC=C21)=O (1-phenyl-8-naphthalen-1-ylmethyl-1,3,8-triazaspiro[4.5]decan-4-one), BrC(C(=O)OCC)C (ethyl 2-bromopropionate), [H-].[Na+] (Sodium hydride), C1(=CC=CC2=CC=CC=C12)CN1CCC2(C(NCN2C2=CC=CC=C2)=O)CC1 (8Naphthalen-1-ylmethyl-1-phenyl-1,3,8-triazaspiro[4.5]decan-4-one), Cl (hydrogen chloride). The solvent is O1CCCC1 (tetrahydrofuran), CN(C=O)C (dimethyl formamide), CCOCC (ether), C(C)(=O)OCC (ethyl acetate), O (Water), CCCCCCC (heptane). Run at time 5 minute. Product: Cl.C(C)OC(C(C)N1CN(C2(C1=O)CCN(CC2)CC2=CC=CC1=CC=CC=C21)C2=CC=CC=C2)=O (2-(8-naphthalen-1-ylmethyl-4-oxo-1-phenyl-1,3,8-triaza-spiro[4.5]dec-3-yl)-propionic acid ethyl ester hydrochloride). Isolated yield 85.0%. As a reaction SMILES: [H-].[Na+].[C:3]1([CH2:13][N:14]2[CH2:30][CH2:29][C:17]3([N:21]([C:22]4[CH:27]=[CH:26][CH:25]=[CH:24][CH:23]=4)[CH2:20][NH:19][C:18]3=[O:28])[CH2:16][CH2:15]2)[C:12]2[C:7](=[CH:8][CH:9]=[CH:10][CH:11]=2)[CH:6]=[CH:5][CH:4]=1.Br[CH:32]([CH3:38])[C:33]([O:35][CH2:36][CH3:37])=[O:34].[ClH:39]>CCCCCCC.CN(C)C=O.O1CCCC1.CCOCC.C(OCC)(=O)C.O>[ClH:39].[CH2:36]([O:35][C:33](=[O:34])[CH:32]([N:19]1[C:18](=[O:28])[C:17]2([CH2:29][CH2:30][N:14]([CH2:13][C:3]3[C:12]4[C:7](=[CH:8][CH:9]=[CH:10][CH:11]=4)[CH:6]=[CH:5][CH:4]=3)[CH2:15][CH2:16]2)[N:21]([C:22]2[CH:23]=[CH:24][CH:25]=[CH:26][CH:27]=2)[CH2:20]1)[CH3:38])[CH3:37] |f:0.1,11.12|. Reported procedure: Sodium hydride, 60% (0.156 g, 3.9 mmol) was suspended in dry heptane (5 ml) and stirred under nitrogen for 5 minutes. The solvent was decanted and dry dimethyl formamide (2 ml) was added. 8Naphthalen-1-ylmethyl-1-phenyl-1,3,8-triazaspiro[4.5]decan-4-one (1.115 g, 3.0 mmol), dissolved in dry dimethyl formamide (11 ml) was added dropwise under cooling in an ice bath. The mixture was stirred at 0° C. for 1 h. An aliquot of the resulting solution of deprotonated 1-phenyl-8-naphthalen-1-ylmethyl-1,3,... The reactants are FC=1C=C(C=CC1OC)C1=CC=C(C=C1)C(=O)O (3'-fluoro-4'-methoxybiphenyl-4-carboxylic acid). Solvent: Br (hydrobromic acid), O1CCOCC1 (dioxane). The product is FC=1C=C(C=CC1O)C1=CC=C(C=C1)C(=O)O (3'-fluoro-4'-hydroxybiphenyl-4-carboxylic acid). Yield: 95.1%. Reaction SMILES: [F:1][C:2]1[CH:3]=[C:4]([C:10]2[CH:15]=[CH:14][C:13]([C:16]([OH:18])=[O:17])=[CH:12][CH:11]=2)[CH:5]=[CH:6][C:7]=1[O:8]C>Br.O1CCOCC1>[F:1][C:2]1[CH:3]=[C:4]([C:10]2[CH:15]=[CH:14][C:13]([C:16]([OH:18])=[O:17])=[CH:12][CH:11]=2)[CH:5]=[CH:6][C:7]=1[OH:8]. Reported procedure: Subsequently, 6.8 g of 3'-fluoro-4'-methoxybiphenyl-4-carboxylic acid was heated under reflux for 14 hours in 150 ml of 48% hydrobromic acid and 80 ml of dioxane. The volatile components were removed by evaporator, and the residue was washed several times with water to give 6.10 g (yield 95%) of the desired 3'-fluoro-4'-hydroxybiphenyl-4-carboxylic acid. Starting materials: S(=O)([O-])S(=O)[O-].[Na+].[Na+] (sodium dithionite), FC(S(=O)(=O)OC1=CC=C2C(C(=COC2=C1)C1=CC=C(C=C1)[N+](=O)[O-])=O)(F)F (3-(4-nitrophenyl)-4-oxo-4H-chromen-7-yl trifluoromethanesulfonate), S(=O)([O-])S(=O)[O-].[Na+].[Na+] (sodium dithionite). Solvent: O1CCCC1 (tetrahydrofuran). Conditions: time 2 hour. Product: FC(S(=O)(=O)OC1=CC=C2C(C(=COC2=C1)C1=CC=C(C=C1)N)=O)(F)F (3-(4-aminophenyl)-4-oxo-4H-chromen-7-yl trifluoromethanesulfonate). Isolated yield 72.1%. Reaction SMILES: [F:1][C:2]([F:28])([F:27])[S:3]([O:6][C:7]1[CH:16]=[C:15]2[C:10]([C:11](=[O:26])[C:12]([C:17]3[CH:22]=[CH:21][C:20]([N+:23]([O-])=O)=[CH:19][CH:18]=3)=[CH:13][O:14]2)=[CH:9][CH:8]=1)(=[O:5])=[O:4].S(S([O-])=O)([O-])=O.[Na+].[Na+]>O1CCCC1>[F:28][C:2]([F:1])([F:27])[S:3]([O:6][C:7]1[CH:16]=[C:15]2[C:10]([C:11](=[O:26])[C:12]([C:17]3[CH:22]=[CH:21][C:20]([NH2:23])=[CH:19][CH:18]=3)=[CH:13][O:14]2)=[CH:9][CH:8]=1)(=[O:5])=[O:4] |f:1.2.3|. Procedure: To a suspension of 3-(4-nitrophenyl)-4-oxo-4H-chromen-7-yl trifluoromethanesulfonate (5.0 g, 14.75 mmol) in tetrahydrofuran (20 mL) was added a freshly prepared solution of sodium dithionite (5.13 g in 20 mL). The mixture was stirred at room temperature for 2 hours and then additional sodium dithionite (2.57 g) was added in two portions. The reaction mixture was stirred for 24 hours at room temperature, after which time the reaction was complete. The organic solvent was evaporated under reduced ... Starting materials: CC(c1ccncc1)C(O)Cc1ccccc1F, O=S(Cl)Cl. The product is CC(=CCc1ccccc1F)c1ccncc1. Reaction SMILES: [F:1][c:2]1[c:3]([CH2:8][CH:9]([CH:10]([CH3:11])[c:12]2[cH:13][cH:14][n:15][cH:16][cH:17]2)[OH:18])[cH:4][cH:5][cH:6][cH:7]1.[S:19]([Cl:20])([Cl:21])=[O:22]>>[F:1][c:2]1[c:3]([CH2:8][CH:9]=[C:10]([CH3:11])[c:12]2[cH:13][cH:14][n:15][cH:16][cH:17]2)[cH:4][cH:5][cH:6][cH:7]1. Starting materials: Cl.N1(CCCCC1)CCCC(=O)O (4-piperidinobutyric acid hydrochloride), trans-title product, resultant mixture, Cl (hydrochloric acid), C1(CCCCC1)N=C=NC1CCCCC1 (dicyclohexyl carbodiimide). The reagents and catalysts are CN(C)C1=CC=NC=C1 (4-(N,N-dimethylamino)pyridine). The solvent is C(C)O (ethanol), ClCCl (dichloromethane). The product is Cl.Cl.N1(CCCCC1)CCCC(=O)O (4-Piperidinobutyrate Dihydrochloride). Yield: 402.8%. Reaction SMILES: [ClH:1].[N:2]1([CH2:8][CH2:9][CH2:10][C:11]([OH:13])=[O:12])[CH2:7][CH2:6][CH2:5][CH2:4][CH2:3]1.C1(N=C=NC2CCCCC2)CCCCC1.Cl>CN(C1C=CN=CC=1)C.ClCCl.C(O)C>[ClH:1].[ClH:1].[N:2]1([CH2:8][CH2:9][CH2:10][C:11]([OH:13])=[O:12])[CH2:7][CH2:6][CH2:5][CH2:4][CH2:3]1 |f:0.1,7.8.9|. Procedure: To a 0° C. mixture of 980 mg (8.04 mmol) 4-(N,N-dimethylamino)pyridine, 1.25 g (6.04 mmol) of 4-piperidinobutyric acid hydrochloride and 2.00 g (5.04 mmol) of the trans-title product of Example 181 in 10 ml of dichloromethane was added 1.14 g (5.54 mmol) of dicyclohexyl carbodiimide. The resultant mixture was stirred for 15 hours at 25° C. and then filtered. The filtrate was evaporated and the residue purified via column chromatography on 150 g of silica gel eluted with 10% methanol-dichlorometh...